This data is from the Open Reaction Database (ORD), a public repository of structured organic reaction records. The task is: describe an organic reaction: reactants, conditions, products, and yield Starting materials: CC(=O)C=1C=CC(=CC1)O (4-hydroxyacetophenone), C(C)(=O)OC(C)=O (acetic anhydride). The product is CC(=O)C1=CC=C(C=C1)OC(=O)C (4-acetoxyacetophenone). As a reaction SMILES: [CH3:1][C:2]([C:4]1[CH:5]=[CH:6][C:7]([OH:10])=[CH:8][CH:9]=1)=[O:3].[C:11](OC(=O)C)(=[O:13])[CH3:12]>>[CH3:1][C:2]([C:4]1[CH:9]=[CH:8][C:7]([O:10][C:11]([CH3:12])=[O:13])=[CH:6][CH:5]=1)=[O:3]. Procedure details: acylating the 4-hydroxyacetophenone with acetic anhydride to form 4-acetoxyacetophenone; and The reactants are NC1=CC=C(C=N1)[C@H]1C[C@H](N(C1)C(=O)OC(C)(C)C)C(=O)OC ((2S,4R)-1-tert-butyl 2-methyl 4-(6-aminopyridin-3-yl)pyrrolidine-1,2-dicarboxylate), [H-].[H-].[H-].[H-].[Li+].[Al+3] (LiAlH4). Solvent: 2-methyl THF. Reaction conditions: time 15 minute. Yields the product NC1=CC=C(C=N1)[C@H]1C[C@H](N(C1)C(=O)OC(C)(C)C)CO ((2S,4R)-tert-butyl 4-(6-aminopyridin-3-yl)-2-(hydroxymethyl)pyrrolidine-1-carboxylate). Isolated yield 100.8%. Reaction SMILES: [NH2:1][C:2]1[N:7]=[CH:6][C:5]([C@@H:8]2[CH2:12][N:11]([C:13]([O:15][C:16]([CH3:19])([CH3:18])[CH3:17])=[O:14])[C@H:10]([C:20](OC)=[O:21])[CH2:9]2)=[CH:4][CH:3]=1.[H-].[H-].[H-].[H-].[Li+].[Al+3]>>[NH2:1][C:2]1[N:7]=[CH:6][C:5]([C@@H:8]2[CH2:12][N:11]([C:13]([O:15][C:16]([CH3:17])([CH3:18])[CH3:19])=[O:14])[C@H:10]([CH2:20][OH:21])[CH2:9]2)=[CH:4][CH:3]=1 |f:1.2.3.4.5.6|. Reported procedure: To a solution of (2S,4R)-1-tert-butyl 2-methyl 4-(6-aminopyridin-3-yl)pyrrolidine-1,2-dicarboxylate (250 mg, 0.778 mmol) in 2-methyl THF (18 mL) was added LiAlH4 (59 mg, 1.56 mmol). After 15 min, the reaction was quenched by the sequential addition of water (60 μL), 1 N NaOH aqueous solution (60 μL) and water (60 μL). The mixture was stirred vigorously for 5 min, and then filtered over Celite, rinsing with 2-methyl THF. The organics were concentrated to provide (2S,4R)-tert-butyl 4-(6-aminopyrid... The yield is 65.3%. Reaction conditions: time 2.5 hour. Reaction SMILES: [O:1]=[C:2]1[C:10]2[C:5](=[CH:6][CH:7]=[CH:8][CH:9]=2)[C:4](=[O:11])[N:3]1[CH:12]([CH2:26][C:27]1[CH:32]=[CH:31][CH:30]=[CH:29][CH:28]=1)[C:13]([NH:15][C@H:16]([C:22]([O:24][CH3:25])=[O:23])[CH2:17][O:18][CH2:19][CH:20]=O)=[O:14]>C(Cl)Cl.FC(F)(F)C(O)=O>[O:11]=[C:4]1[C:5]2[C:10](=[CH:9][CH:8]=[CH:7][CH:6]=2)[C:2](=[O:1])[N:3]1[CH:12]([CH2:26][C:27]1[CH:32]=[CH:31][CH:30]=[CH:29][CH:28]=1)[C:13]([N:15]1[CH:20]=[CH:19][O:18][CH2:17][CH:16]1[C:22]([O:24][CH3:25])=[O:23])=[O:14] |f:1.2|. Procedure details: Dissolve N-[2-(1,3-dihydro-1,3-dioxo-2H-isoindol-2-yl)-1-oxo-3-phenylpropyl]-O-2-oxoethyl-L-serine, methyl ester (13.6 g) in methylene chloride/trifluoroacetic acid (10:1/330 mL). Stir at room temperature for 2.5 hours and evaporate the solvent in vacuo. Purify by silica gel chromatography (35% ethyl acetate/hexane) and recrystallize (ethyl acetate/hexane) to give the title compound (8.52 g, 68%); mp 70°-72° C. The product is O=C1N(C(C2=CC=CC=C12)=O)C(C(=O)N1C(COC=C1)C(=O)OC)CC1=CC=CC=C1 (N-[2-(1,3-Dihydro-1,3-dioxo-2H-isoindol-2-yl)-1-oxo-3-phenylpropyl]-3,4-dihydro-2H-1,4-oxazine-3-carboxylic acid, methyl ester). Starting materials: O=C1N(C(C2=CC=CC=C12)=O)C(C(=O)N[C@@H](COCC=O)C(=O)OC)CC1=CC=CC=C1 (N-[2-(1,3-dihydro-1,3-dioxo-2H-isoindol-2-yl)-1-oxo-3-phenylpropyl]-O-2-oxoethyl-L-serine, methyl ester). The solvent is C(Cl)Cl.FC(C(=O)O)(F)F (methylene chloride trifluoroacetic acid). The reactants are OC(CC=CC=1N=CN(C1)C(C1=CC=CC=C1)(C1=CC=CC=C1)C1=CC=CC=C1)C1=CC=C(C=C1)C1=CC(=CC=C1)C(=O)NC (4′-[1-hydroxy-(1-trityl-1H-imidazol-4-yl)-3-butenyl]-N-methyl[1,1′-biphenyl]-3-carboxamide), Cl (hydrochloric acid). Reagents/catalysts: [C].[Pd] (palladium carbon). Yields the product OC(CCCC=1N=CNC1)C1=CC=C(C=C1)C1=CC(=CC=C1)C(=O)NC (4′-[1-hydroxy-(1H-imidazol-4-yl)butyl]-N-methyl[1,1′-biphenyl]-3-carboxamide). The yield is 65.8%. As a reaction SMILES: [OH:1][CH:2]([C:30]1[CH:35]=[CH:34][C:33]([C:36]2[CH:41]=[CH:40][CH:39]=[C:38]([C:42]([NH:44][CH3:45])=[O:43])[CH:37]=2)=[CH:32][CH:31]=1)[CH2:3][CH:4]=[CH:5][C:6]1[N:7]=[CH:8][N:9](C(C2C=CC=CC=2)(C2C=CC=CC=2)C2C=CC=CC=2)[CH:10]=1.Cl>[C].[Pd]>[OH:1][CH:2]([C:30]1[CH:31]=[CH:32][C:33]([C:36]2[CH:41]=[CH:40][CH:39]=[C:38]([C:42]([NH:44][CH3:45])=[O:43])[CH:37]=2)=[CH:34][CH:35]=1)[CH2:3][CH2:4][CH2:5][C:6]1[N:7]=[CH:8][NH:9][CH:10]=1 |f:2.3|. Procedure details: By the reaction in the same manner as in Example 41-(ii) using [4′-[1-hydroxy-(1-trityl-1H-imidazol-4-yl)-3-butenyl]-N-methyl[1,1′-biphenyl]-3-carboxamide (690 mg), 10% palladium carbon (690 mg) and 1N hydrochloric acid (1.17 ml), the colorless amorphous title compound (269 mg) was obtained. The colorless amorphous title compound (420 mg) was obtained. The reactants are O.O.P(=O)(O)([O-])[O-].[Na+].[Na+] (disodium hydrogen phosphate dihydrate), P(=O)(O)(O)[O-].[Na+] (sodium dihydrogen phosphate), C(C)(=O)NC(C(=O)OCC)CC1=CC=2CCCCC2C=C1 (ethyl 2-acetylamino-3-(5,6,7,8-tetrahydro-naphthalen-2-yl)-propionate), [OH-].[Na+] (NaOH). Solvent: O (water), CC(=O)C (acetone). Yields the product C(C)(=O)N[C@@H](C(=O)OCC)CC1=CC=2CCCCC2C=C1 (ethyl (R)-2-acetylamino-3-(5,6,7,8-tetrahydro-naphthalen-2-yl)-propionate). RXN SMILES: O.O.P([O-])([O-])(O)=O.[Na+].[Na+].P([O-])(O)(O)=O.[Na+].[C:16]([NH:19][CH:20]([CH2:26][C:27]1[CH:36]=[CH:35][C:34]2[CH2:33][CH2:32][CH2:31][CH2:30][C:29]=2[CH:28]=1)[C:21]([O:23][CH2:24][CH3:25])=[O:22])(=[O:18])[CH3:17].[OH-].[Na+]>O.CC(C)=O>[C:16]([NH:19][C@H:20]([CH2:26][C:27]1[CH:36]=[CH:35][C:34]2[CH2:33][CH2:32][CH2:31][CH2:30][C:29]=2[CH:28]=1)[C:21]([O:23][CH2:24][CH3:25])=[O:22])(=[O:18])[CH3:17] |f:0.1.2.3.4,5.6,8.9|. Reported procedure: 20 mL Alcalase 2.4 L FG (Novozymes A/S; DK 2880 Bagsvaerd) were added to a solution of 28.3 g (159 mmol) disodium hydrogen phosphate dihydrate in 500 mL water at a temperature of 37° C. and by the addition of sodium dihydrogen phosphate the pH was adjusted to 7.5. Then 22.0 g (76.0 mmol) ethyl 2-acetylamino-3-(5,6,7,8-tetrahydro-naphthalen-2-yl)-propionate dissolved in 130 mL acetone was added dropwise at 37° C. with stirring. The pH value of the reaction mixture was kept in the range from pH 7.... Starting materials: [BH4-], O=C(c1ccc2c(c1)CCO2)c1cc(Br)ccc1Cl, [Na+]. The product is OC(c1ccc2c(c1)CCO2)c1cc(Br)ccc1Cl. As a reaction SMILES: [BH4-:20].[Br:1][c:2]1[cH:3][cH:4][c:5]([Cl:19])[c:6]([C:8](=[O:9])[c:10]2[cH:11][cH:12][c:13]3[c:14]([cH:18]2)[CH2:15][CH2:16][O:17]3)[cH:7]1.[Na+:21]>>[Br:1][c:2]1[cH:3][cH:4][c:5]([Cl:19])[c:6]([CH:8]([OH:9])[c:10]2[cH:11][cH:12][c:13]3[c:14]([cH:18]2)[CH2:15][CH2:16][O:17]3)[cH:7]1. The reactants are CC(=O)[O-], CC(=O)[O-], CCCCN(CCCC)CCCC, CC#N, O=CO, C=C(COc1cc2c(cc1I)C(C)(C)CCC2(C)C)c1cc(C(=O)OC)cs1, [Pd+2]. Product: COC(=O)c1csc(C2(C)COc3cc4c(cc32)C(C)(C)CCC4(C)C)c1. As a reaction SMILES: [C:48]([O-:49])(=[O:50])[CH3:51].[C:52]([O-:53])(=[O:54])[CH3:55].[CH3:1][CH2:2][CH2:3][CH2:4][N:5]([CH2:6][CH2:7][CH2:8][CH3:9])[CH2:10][CH2:11][CH2:12][CH3:13].[CH3:45][C:46]#[N:47].[CH:14]([OH:15])=[O:16].[I:17][c:18]1[c:19]([O:32][CH2:33][C:34](=[CH2:35])[c:36]2[cH:37][c:38]([C:41](=[O:42])[O:43][CH3:44])[cH:39][s:40]2)[cH:20][c:21]2[c:26]([cH:27]1)[C:25]([CH3:28])([CH3:29])[CH2:24][CH2:23][C:22]2([CH3:30])[CH3:31].[Pd+2:56]>>[c:18]12[c:19]([cH:20][c:21]3[c:26]([cH:27]1)[C:25]([CH3:28])([CH3:29])[CH2:24][CH2:23][C:22]3([CH3:30])[CH3:31])[O:32][CH2:33][C:34]2([CH3:35])[c:36]1[cH:37][c:38]([C:41](=[O:42])[O:43][CH3:44])[cH:39][s:40]1. Starting materials: ice, [Cl-].[Al+3].[Cl-].[Cl-] (aluminum chloride), Cl (hydrochloric acid), ClC1=CC=C(C=C1)C1=CC=CC=C1 (p-chlorobiphenyl), C(C)(=O)Cl (acetyl chloride). Run in O (water), C(Cl)Cl (methylene chloride), C(Cl)(Cl)(Cl)Cl (carbon tetrachloride). Product: ClC1=CC=C(C=C1)C1=CC=C(C=C1)C(C)=O (1-(4'chloro[1,1']biphenyl-4-yl) ethanone). As a reaction SMILES: [Cl-].[Al+3].[Cl-].[Cl-].[Cl:5][C:6]1[CH:11]=[CH:10][C:9]([C:12]2[CH:17]=[CH:16][CH:15]=[CH:14][CH:13]=2)=[CH:8][CH:7]=1.[C:18](Cl)(=[O:20])[CH3:19].Cl>O.C(Cl)Cl.C(Cl)(Cl)(Cl)Cl>[Cl:5][C:6]1[CH:7]=[CH:8][C:9]([C:12]2[CH:17]=[CH:16][C:15]([C:18](=[O:20])[CH3:19])=[CH:14][CH:13]=2)=[CH:10][CH:11]=1 |f:0.1.2.3|. Reported procedure: To a cooled, stirred suspension containing 154 gms. of anhydrous aluminum chloride, 800 ml. of carbon tetrachloride and 200 gms of p-chlorobiphenyl add (dropwise) 91 gms of acetyl chloride. When the reaction temperature of the mixture reaches 10° C., add 60 ml of methylene chloride and allow the reaction mixture to slowly reach room temperature. Stir the mixture overnight. Pour the resulting mixture into 1 liter of crushed ice and water containing 100 ml. of conc. hydrochloric acid. Separate the...